Dataset: the Open Reaction Database (ORD), a public repository of structured organic reaction records. Task: describe an organic reaction: reactants, conditions, products, and yield The product is COC(=O)c1cccc(CC#N)c1Cl. Reaction SMILES: [Br:1][CH2:2][c:3]1[c:4]([Cl:13])[c:5]([C:6](=[O:7])[O:8][CH3:9])[cH:10][cH:11][cH:12]1.[CH3:17][N:18]([CH3:19])[CH:20]=[O:21].[CH3:22][CH2:23][O:24][C:25](=[O:26])[CH3:27].[CH3:28][CH2:29][CH2:30][CH2:31][CH2:32][CH3:33].[Na:14][C:15]#[N:16]>>[CH2:2]([c:3]1[c:4]([Cl:13])[c:5]([C:6](=[O:7])[O:8][CH3:9])[cH:10][cH:11][cH:12]1)[C:15]#[N:16]. Starting materials: COC(=O)c1cccc(CBr)c1Cl, CN(C)C=O, CCOC(C)=O, CCCCCC, N#C[Na]. Reactants: CC(C)(C)[Si](C)(C)OCc1ccc(C=O)o1, COC(=O)C1CN(Cc2ccc(-c3noc(-c4ccc(CC(C)C)c(F)c4)n3)cn2)C1, [Na+], [OH-]. Yields the product CC(C)Cc1ccc(-c2nc(-c3ccc(CN4CC(C(=O)O)C4)nc3)no2)cc1F. RXN SMILES: [C:32]([Si:33]([CH3:34])([CH3:35])[O:36][CH2:37][c:38]1[o:39][c:40]([CH:41]=[O:42])[cH:43][cH:44]1)([CH3:45])([CH3:46])[CH3:47].[F:1][c:2]1[cH:3][c:4](-[c:12]2[n:13][c:14](-[c:17]3[cH:18][cH:19][c:20]([CH2:23][N:24]4[CH2:25][CH:26]([C:28](=[O:29])[O:30][CH3:31])[CH2:27]4)[n:21][cH:22]3)[n:15][o:16]2)[cH:5][cH:6][c:7]1[CH2:8][CH:9]([CH3:10])[CH3:11].[Na+:49].[OH-:48]>>[F:1][c:2]1[cH:3][c:4](-[c:12]2[n:13][c:14](-[c:17]3[cH:18][cH:19][c:20]([CH2:23][N:24]4[CH2:25][CH:26]([C:28](=[O:29])[OH:30])[CH2:27]4)[n:21][cH:22]3)[n:15][o:16]2)[cH:5][cH:6][c:7]1[CH2:8][CH:9]([CH3:10])[CH3:11].